Dataset: the Open Reaction Database (ORD), a public repository of structured organic reaction records. Task: describe an organic reaction: reactants, conditions, products, and yield The reactants are ClC1=C(C=CC=C1Cl)C1CC(C=2C(=CC=NC2C1)C)=O (7-(2,3-dichlorophenyl)-4-methyl-5,6,7,8-tetrahydroquinolin-5-one), C(=N)(N)NN.Cl (aminoguanidine hydrochloride), Cl (hydrochloric acid). Run in C(C)O (ethanol). Yields the product Cl.ClC1=C(C=CC=C1Cl)C1CC(C=2C(=CC=NC2C1)C)=NNC(=N)N (7-(2,3-dichlorophenyl)-5-guanidinoimino-4-methyl-5,6,7,8-tetrahydroquinoline hydrochloride). Isolated yield 213.3%. RXN SMILES: [Cl:1][C:2]1[C:7]([Cl:8])=[CH:6][CH:5]=[CH:4][C:3]=1[CH:9]1[CH2:18][C:17]2[N:16]=[CH:15][CH:14]=[C:13]([CH3:19])[C:12]=2[C:11](=O)[CH2:10]1.[C:21]([NH:24][NH2:25])([NH2:23])=[NH:22].Cl.Cl>C(O)C>[ClH:1].[Cl:1][C:2]1[C:7]([Cl:8])=[CH:6][CH:5]=[CH:4][C:3]=1[CH:9]1[CH2:18][C:17]2[N:16]=[CH:15][CH:14]=[C:13]([CH3:19])[C:12]=2[C:11](=[N:25][NH:24][C:21]([NH2:23])=[NH:22])[CH2:10]1 |f:1.2,5.6|. Procedure details: A mixture of 7-(2,3-dichlorophenyl)-4-methyl-5,6,7,8-tetrahydroquinolin-5-one (306 mg), aminoguanidine hydrochloride (122 mg) and concentrated hydrochloric acid (0.2 ml) in ethanol (4 ml) was refluxed for 1 hour. The reaction solution was cooled, and precipitated crystals were filtered, washed with ethanol and dried to give 7-(2,3-dichlorophenyl)-5-guanidinoimino-4-methyl-5,6,7,8-tetrahydroquinoline hydrochloride (Compound 62) (425 mg) as colorless crystals. Starting materials: NC=1C=C(C=CC1)O (3-aminophenol), N(=NC(=O)OCC)C(=O)OCC (diethyl azo dicarboxylate), CN(CCO)C (2-(dimethylamino)ethanol). Solvent: C1CCOC1 (THF). The product is CN(CCOC=1C=C(N)C=CC1)C (3-[2-(dimethylamino)ethoxy]aniline). Reaction SMILES: [NH2:1][C:2]1[CH:3]=[C:4]([OH:8])[CH:5]=[CH:6][CH:7]=1.N(C(OCC)=O)=NC(OCC)=O.[CH3:21][N:22]([CH3:26])[CH2:23][CH2:24]O>C1COCC1>[CH3:21][N:22]([CH3:26])[CH2:23][CH2:24][O:8][C:4]1[CH:3]=[C:2]([CH:7]=[CH:6][CH:5]=1)[NH2:1]. Procedure details: Following the procedure described in part E of Example 1 (R), (S)-α-[[2-[((1,1-dimethylethyl)dimethylsilyl)oxy]-2-[4-hydroxy-3-[(methylsulfonyl)amino]phenyl]ethyl]amino]-4-methoxybenzeneacetic acid was condensed with 3-[2-(dimethylamino)ethoxy]aniline to generate the title compound. The 3-[2-(dimethylamino)ethoxy]aniline was prepared by treating commercial 3-aminophenol with diethyl azo dicarboxylate, φ3P, and 2-(dimethylamino)ethanol in THF. As a reaction SMILES: [CH3:3][O:4][C:5]([CH:6]([CH2:7][CH2:8][CH2:9][NH:10][C:11](=[O:12])[O:13][C:14]([CH3:15])([CH3:16])[CH3:17])[O:18][P:19](=[O:20])([OH:21])[CH:22]([CH:23]([CH3:24])[CH3:25])[NH:26][C:27]([CH:28]([CH2:29][c:30]1[cH:31][cH:32][cH:33][cH:34][cH:35]1)[NH:36][C:37](=[O:38])[O:39][CH2:40][c:41]1[cH:42][cH:43][cH:44][cH:45][cH:46]1)=[O:47])=[O:48].[CH3:49][CH2:50][O:51][C:52](=[O:53])[CH3:54].[CH3:55][C:56]#[N:57].[Li+:2].[OH-:1]>>[O:4]=[C:5]([CH:6]([CH2:7][CH2:8][CH2:9][NH:10][C:11](=[O:12])[O:13][C:14]([CH3:15])([CH3:16])[CH3:17])[O:18][P:19](=[O:20])([OH:21])[CH:22]([CH:23]([CH3:24])[CH3:25])[NH:26][C:27]([CH:28]([CH2:29][c:30]1[cH:31][cH:32][cH:33][cH:34][cH:35]1)[NH:36][C:37](=[O:38])[O:39][CH2:40][c:41]1[cH:42][cH:43][cH:44][cH:45][cH:46]1)=[O:47])[OH:48]. The product is CC(C)C(NC(=O)C(Cc1ccccc1)NC(=O)OCc1ccccc1)P(=O)(O)OC(CCCNC(=O)OC(C)(C)C)C(=O)O. Reactants: COC(=O)C(CCCNC(=O)OC(C)(C)C)OP(=O)(O)C(NC(=O)C(Cc1ccccc1)NC(=O)OCc1ccccc1)C(C)C, CCOC(C)=O, CC#N, [Li+], [OH-].